Dataset: the Open Reaction Database (ORD), a public repository of structured organic reaction records. Task: describe an organic reaction: reactants, conditions, products, and yield Reactants: C(C1=CC=CC=C1)N(C(=O)Cl)C (benzyl-methyl-carbamoyl chloride), C(C1=CC=CC=C1)NCC (benzyl ethylamine), CC#N.O (CH3CN H2O), CC#N.O (CH3CN H2O), CC#N (CH3CN). The solvent is O (H2O). The product is C(C1=CC=CC=C1)N(C(=O)Cl)CC (Benzyl-ethyl-carbamoyl chloride). RXN SMILES: [CH2:1]([N:8]([CH3:12])[C:9]([Cl:11])=[O:10])[C:2]1[CH:7]=[CH:6][CH:5]=[CH:4][CH:3]=1.[CH2:13](NCC)C1C=CC=CC=1.CC#N.O.CC#N>O>[CH2:1]([N:8]([CH2:12][CH3:13])[C:9]([Cl:11])=[O:10])[C:2]1[CH:7]=[CH:6][CH:5]=[CH:4][CH:3]=1 |f:2.3|. Procedure details: The title compound is prepared analogously as described for benzyl-methyl-carbamoyl chloride from benzyl ethylamine. MS (LC-MS): [M+H]+=198.1. tR (HPLC, Waters Symmetry C18 column, 20-95% CH3CN/H2O/3.5 min, 95% CH3CN/H2O, 2 min, CH3CN and H2O containing 0.1% TFA, flow: 0.6 mL/min): 4.12 min.